From a dataset of the Open Reaction Database (ORD), a public repository of structured organic reaction records. describe an organic reaction: reactants, conditions, products, and yield Starting materials: Cl (hydrochloric acid), COC=1C(=CSC1)CC(=O)O (4-methoxy-3-thiophenylacetic acid), CC(=O)C (acetone), CI (methyl iodide), C([O-])([O-])=O.[K+].[K+] (potassium carbonate). Conditions: time 5.5 hour. The product is COC1=C(C=C(C=C1)CC(=O)O)SC (4-Methoxy-3-(methylthio)phenylacetic acid). Yield: 96.0%. As a reaction SMILES: CO[C:3]1[C:4]([CH2:8][C:9]([OH:11])=[O:10])=[CH:5][S:6][CH:7]=1.[C:12](=O)([O-])[O-:13].[K+].[K+].CI.Cl.[CH3:21][C:22]([CH3:24])=O>>[CH3:12][O:13][C:21]1[CH:22]=[CH:24][C:4]([CH2:8][C:9]([OH:11])=[O:10])=[CH:3][C:7]=1[S:6][CH3:5] |f:1.2.3|. Reported procedure: To a suspension of 4-methoxy-3-thiophenylacetic acid (1.61 g, 81 mmol) in acetone was added potassium carbonate (56 g, 400 mmol, 5 equivalents), followed by methyl iodide (11.5 g, 81 mmol, 1 equivalent). After stirring at ambient temperature for 5.5 hours, 2N aqueous hydrochloric acid solution (400 mL) was slowly added. The resulting solution was then extracted with 2×200 mL of THF/diethyl ether (1:1) followed by diethyl ether (400 mL). The combined organic layers were washed with 2×250 mL of 10... The reactants are COC=1C=C(C=C(C1CN1CCCCC1)OC)C=1C=C(C(=NC1)F)C1=C(C=NC(=C1)C=1C=NN(C1)C)N (5-(3,5-dimethoxy-4-piperidin-1-ylmethyl-phenyl)-2-fluoro-6′-(1-methyl-1H-pyrazol-4-yl)-[3,4′]bipyridinyl-3′-ylamine), C[Si](C)(C)[N-][Si](C)(C)C.[Na+] (sodium bis(trimethylsilyl)amide). Run in C1CCOC1 (THF). Conditions: time 30 minute. Yields the product COC=1C=C(C=C(C1CN1CCCCC1)OC)C1=CC2=C(NC3=C2C=C(N=C3)C=3C=NN(C3)C)N=C1 (3-(3,5-Dimethoxy-4-piperidin-1-ylmethyl-phenyl)-6-(1-methyl-1H-pyrazol-4-yl)-9H-dipyrido[2,3-b;4′,3′-d]pyrrole). Yield: 14.6%. RXN SMILES: [CH3:1][O:2][C:3]1[CH:4]=[C:5]([C:18]2[CH:19]=[C:20]([C:25]3[CH:30]=[C:29]([C:31]4[CH:32]=[N:33][N:34]([CH3:36])[CH:35]=4)[N:28]=[CH:27][C:26]=3[NH2:37])[C:21](F)=[N:22][CH:23]=2)[CH:6]=[C:7]([O:16][CH3:17])[C:8]=1[CH2:9][N:10]1[CH2:15][CH2:14][CH2:13][CH2:12][CH2:11]1.C[Si]([N-][Si](C)(C)C)(C)C.[Na+]>C1COCC1>[CH3:1][O:2][C:3]1[CH:4]=[C:5]([C:18]2[CH:23]=[N:22][C:21]3[NH:37][C:26]4[CH:27]=[N:28][C:29]([C:31]5[CH:32]=[N:33][N:34]([CH3:36])[CH:35]=5)=[CH:30][C:25]=4[C:20]=3[CH:19]=2)[CH:6]=[C:7]([O:16][CH3:17])[C:8]=1[CH2:9][N:10]1[CH2:15][CH2:14][CH2:13][CH2:12][CH2:11]1 |f:1.2|. Procedure: A solution of 5-(3,5-dimethoxy-4-piperidin-1-ylmethyl-phenyl)-2-fluoro-6′-(1-methyl-1H-pyrazol-4-yl)-[3,4′]bipyridinyl-3′-ylamine (490 mg, 0.98 mmol) in anhydrous THF (16.7 mL) was added dropwise over 10 minutes to a solution of sodium bis(trimethylsilyl)amide (1N solution in THF, 2.9 mL, 2.9 mmol). After 30 minutes, the reaction was quenched by the addition of saturated aqueous potassium fluoride solution (5 mL) and concentrated under reduced pressure to afford a brown residue. The resultant br... Starting materials: BrC1=C(C=C(C(=C1)OC)[N+](=O)[O-])F (1-bromo-2-fluoro-5-methoxy-4-nitrobenzene), [Cl-].[NH4+] (ammonium chloride), O (water). The reagents and catalysts are [Fe] (iron). Solvent: C(C)(C)O (isopropanol). Reaction conditions: temperature 75 celsius, time 2 hour. Yields the product BrC1=CC(=C(N)C=C1F)OC (4-bromo-5-fluoro-2-methoxyaniline). Isolated yield 93.4%. RXN SMILES: [Br:1][C:2]1[CH:7]=[C:6]([O:8][CH3:9])[C:5]([N+:10]([O-])=O)=[CH:4][C:3]=1[F:13].[Cl-].[NH4+].O>C(O)(C)C.[Fe]>[Br:1][C:2]1[C:3]([F:13])=[CH:4][C:5]([NH2:10])=[C:6]([O:8][CH3:9])[CH:7]=1 |f:1.2|. Procedure details: To a solution of 1-bromo-2-fluoro-5-methoxy-4-nitrobenzene (0.998 g, 3.99 mmol) in isopropanol (20 mL) was added iron (0.7 g, 12 mmol), ammonium chloride (0.64 g, 12 mmol) and water (2 mL). The reaction was stirred at 75° C. for 2 hours, then filtered and concentrated. The residue was diluted with water and extracted with EtOAc. The combined organic extracts were washed with brine, dried over sodium sulfate, filtered and concentrated to give 4-bromo-5-fluoro-2-methoxyaniline (0.82 g, 93%). Reactants: ClCC=C(C=CC1=C(CCCC1(C)C)C)C (1-chloro-3-methyl-5-(2,6,6-trimethylcyclohexen-1-yl)-penta-2,4-diene), C(CCC)[Li] (n-butyllithium), CCCCCC (hexane), C1(=CC=CC=C1)C(C(=CCO)C)=S(=O)=O (1-phenyl sulfonyl-2-methyl-4-hydroxy-but-2-ene), O1CCCC1 (tetrahydrofuran), C1CCOC1 (THF). Conditions: temperature -70 celsius, time 40 minute. Yields the product OCC=C(C(CC=C(C=CC1=C(CCCC1(C)C)C)C)S(=O)(=O)C1=CC=CC=C1)C (1-hydroxy-3,7-dimethyl-4-(phenylsulfonyl)-9-(2,6,6-trimethylcyclohexen-1-yl)-nona-2,6,8-triene). Isolated yield 48.0%. Reaction SMILES: C([Li])CCC.C1([C:12](=[S:18](=[O:20])=[O:19])[C:13]([CH3:17])=[CH:14][CH2:15][OH:16])C=CC=CC=1.O1CCCC1.Cl[CH2:27][CH:28]=[C:29]([CH3:41])[CH:30]=[CH:31][C:32]1[C:37]([CH3:39])([CH3:38])[CH2:36][CH2:35][CH2:34][C:33]=1[CH3:40].[CH3:42][CH2:43][CH2:44][CH2:45][CH2:46][CH3:47]>>[OH:16][CH2:15][CH:14]=[C:13]([CH3:17])[CH:12]([S:18]([C:44]1[CH:43]=[CH:42][CH:47]=[CH:46][CH:45]=1)(=[O:20])=[O:19])[CH2:27][CH:28]=[C:29]([CH3:41])[CH:30]=[CH:31][C:32]1[C:37]([CH3:39])([CH3:38])[CH2:36][CH2:35][CH2:34][C:33]=1[CH3:40]. Reported procedure: A solution of n-butyllithium in hexane (46.5 ml., 1.95 M) was added over 45 minutes to a solution of 10.4 g. of 1-phenyl sulfonyl-2-methyl-4-hydroxy-but-2-ene in 200 ml. of tetrahydrofuran at -65° to -70°C. The reaction mixture was stirred at -70°C. for 40 minutes and a solution of 1-chloro-3-methyl-5-(2,6,6-trimethylcyclohexen-1-yl)-penta-2,4-diene in 45 ml. of THF was added over 10 minutes at -65° to -70°C. The solution was stirred at this temperature for one hour and then raised to 0°C. over ... Starting materials: CN1N=CC=C1C=1C=C(SC1)C(=O)O (4-(1-methyl-1H-pyrazol-5-yl)-2-thiophenecarboxylic acid), ClN1C(CCC1=O)=O (N-chlorosuccinimide). The solvent is C1CCOC1 (THF). Run at time 1 hour. Yields the product ClC=1C=NN(C1C=1C=C(SC1)C(=O)O)C (4-(4-chloro-1-methyl-1H-pyrazol-5-yl)-2-thiophenecarboxylic acid). Reaction SMILES: [CH3:1][N:2]1[C:6]([C:7]2[CH:8]=[C:9]([C:12]([OH:14])=[O:13])[S:10][CH:11]=2)=[CH:5][CH:4]=[N:3]1.[Cl:15]N1C(=O)CCC1=O>C1COCC1>[Cl:15][C:5]1[CH:4]=[N:3][N:2]([CH3:1])[C:6]=1[C:7]1[CH:8]=[C:9]([C:12]([OH:14])=[O:13])[S:10][CH:11]=1. Procedure details: A solution of 4-(1-methyl-1H-pyrazol-5-yl)-2-thiophenecarboxylic acid (600 mg, 2.88 mmol) and N-chlorosuccinimide (384 mg, 2.88 mmol) in THF (14 mL) was stirred in a sealed tube at 70° C. After 1 h, the solution was partitioned between H2O-DCM, the aqueous phase was adjusted to pH 3 and the aqueous phase was washed several times with DCM. The combined organic fractions were dried (Na2SO4), concentrated under vacuum and used directly without further purification (698 mg, quant.): LCMS (ES) m/z=24... The reactants are C1CCCCC1, CC(C)=CCCC(C)CCO, O, CC(=Cc1ccccc1O)C(=O)O, Cc1ccc(S(=O)(=O)O)cc1. Product: CC(C)=CCCC(C)CCOC(=O)C(C)=Cc1ccccc1O. As a reaction SMILES: [CH2:37]1[CH2:38][CH2:39][CH2:40][CH2:41][CH2:42]1.[CH3:14][CH:15]([CH2:16][CH2:17][OH:18])[CH2:19][CH2:20][CH:21]=[C:22]([CH3:23])[CH3:24].[OH2:36].[OH:1][c:2]1[c:3]([CH:8]=[C:9]([C:10](=[O:11])[OH:12])[CH3:13])[cH:4][cH:5][cH:6][cH:7]1.[c:25]1([CH3:26])[cH:27][cH:28][c:29]([S:30]([OH:31])(=[O:32])=[O:33])[cH:34][cH:35]1>>[OH:1][c:2]1[c:3]([CH:8]=[C:9]([C:10]([O:11][CH2:17][CH2:16][CH:15]([CH3:14])[CH2:19][CH2:20][CH:21]=[C:22]([CH3:23])[CH3:24])=[O:12])[CH3:13])[cH:4][cH:5][cH:6][cH:7]1. Reactants: CC(=O)OCCCCn1ccc2ncnc(Nc3ccc(Oc4cccc(C(F)(F)F)c4)c(Cl)c3)c21, Cl, [Na+], C1CCOC1, [OH-], O. Product: OCCCCn1ccc2ncnc(Nc3ccc(Oc4cccc(C(F)(F)F)c4)c(Cl)c3)c21. As a reaction SMILES: [C:1](=[O:2])([CH3:3])[O:4][CH2:5][CH2:6][CH2:7][CH2:8][n:9]1[cH:10][cH:11][c:12]2[n:13][cH:14][n:15][c:16]([NH:18][c:19]3[cH:20][c:21]([Cl:36])[c:22]([O:25][c:26]4[cH:27][c:28]([C:32]([F:33])([F:34])[F:35])[cH:29][cH:30][cH:31]4)[cH:23][cH:24]3)[c:17]12.[ClH:39].[Na+:38].[O:41]1[CH2:42][CH2:43][CH2:44][CH2:45]1.[OH-:37].[OH2:40]>>[OH:4][CH2:5][CH2:6][CH2:7][CH2:8][n:9]1[cH:10][cH:11][c:12]2[n:13][cH:14][n:15][c:16]([NH:18][c:19]3[cH:20][c:21]([Cl:36])[c:22]([O:25][c:26]4[cH:27][c:28]([C:32]([F:33])([F:34])[F:35])[cH:29][cH:30][cH:31]4)[cH:23][cH:24]3)[c:17]12. Reactants: CC(C)(C)OC(=O)N1CC(O)C(N=[N+]=[N-])C1, Cc1ccc(S(=O)(=O)Cl)cc1, c1ccncc1. The product is Cc1ccc(S(=O)(=O)OC2CN(C(=O)OC(C)(C)C)CC2N=[N+]=[N-])cc1. RXN SMILES: [C:1]([CH3:2])([CH3:3])([CH3:4])[O:5][C:6](=[O:7])[N:8]1[CH2:9][CH:10]([N:14]=[N+:15]=[N-:16])[CH:11]([OH:13])[CH2:12]1.[c:17]1([CH3:27])[cH:18][cH:19][c:20]([S:23](=[O:24])(=[O:25])[Cl:26])[cH:21][cH:22]1.[cH:28]1[cH:29][cH:30][n:31][cH:32][cH:33]1>>[C:1]([CH3:2])([CH3:3])([CH3:4])[O:5][C:6](=[O:7])[N:8]1[CH2:9][CH:10]([N:14]=[N+:15]=[N-:16])[CH:11]([O:13][S:23]([c:20]2[cH:19][cH:18][c:17]([CH3:27])[cH:22][cH:21]2)(=[O:24])=[O:25])[CH2:12]1. The reactants are ClC(=O)OC (methyl chloroformate), C(CCC)[Li] (n-butyllithium), CC(C)(C)NS(=O)(=O)C=1N(C=CC1)C (N-(1,1-dimethylethyl)-1-methyl-1H-pyrrole-2-sulfonamide). Run in C1CCOC1 (THF), C1CCOC1 (THF), C(C)(=O)OCC (ethyl acetate). Conditions: time 30 minute. The product is CC(C)(C)NS(=O)(=O)C=1N(C=CC1C(=O)OC)C (Methyl 2-[[(1,1-Dimethylethyl)amino]sulfonyl]-1-methyl-1H-pyrrole-3-carboxylate). Isolated yield 14.3%. As a reaction SMILES: [CH3:1][C:2]([NH:5][S:6]([C:9]1[N:10]([CH3:14])[CH:11]=[CH:12][CH:13]=1)(=[O:8])=[O:7])([CH3:4])[CH3:3].C([Li])CCC.Cl[C:21]([O:23][CH3:24])=[O:22]>C1COCC1.C(OCC)(=O)C>[CH3:4][C:2]([NH:5][S:6]([C:9]1[N:10]([CH3:14])[CH:11]=[CH:12][C:13]=1[C:21]([O:23][CH3:24])=[O:22])(=[O:8])=[O:7])([CH3:1])[CH3:3]. Procedure: To a solution of 2.5 g (11.5 mmol) of N-(1,1-dimethylethyl)-1-methyl-1H-pyrrole-2-sulfonamide in 50 mL THF under nitrogen atmosphere cooled to below -70° C. was added dropwise 13 mL (32.5 mmol) of 2.5M n-butyllithium at such a rate as to keep the temperature below -58° C. After stirring at -20° C. to -10° C. for 30 min then 1 h at 0° C., the mixture was recooled to -70° C. and treated with a solution of 1.63 g (17.3 mmol) of methyl chloroformate in 6 mL THF causing an exotherm to -57° C. The rea... Starting materials: ClC1=NC=NC2=CC(=C(C=C12)OC)OCCCN1CCCC1 (4-chloro-6-methoxy-7-(3-(pyrrolidin-1-yl)propoxy)quinazoline), OC1=CC=C2C(=CC=NC2=C1)C (7-hydroxy-4-methylquinoline). Product: COC=1C=C2C(=NC=NC2=CC1OCCCN1CCCC1)OC1=CC=C2C(=CC=NC2=C1)C (6-methoxy-4-(4-methylquinolin-7-yloxy)-7-(3-(pyrrolidin-1-yl)propoxy)quinazoline). Isolated yield 0.1%. RXN SMILES: Cl[C:2]1[C:11]2[C:6](=[CH:7][C:8]([O:14][CH2:15][CH2:16][CH2:17][N:18]3[CH2:22][CH2:21][CH2:20][CH2:19]3)=[C:9]([O:12][CH3:13])[CH:10]=2)[N:5]=[CH:4][N:3]=1.[OH:23][C:24]1[CH:33]=[C:32]2[C:27]([C:28]([CH3:34])=[CH:29][CH:30]=[N:31]2)=[CH:26][CH:25]=1>>[CH3:13][O:12][C:9]1[CH:10]=[C:11]2[C:6](=[CH:7][C:8]=1[O:14][CH2:15][CH2:16][CH2:17][N:18]1[CH2:22][CH2:21][CH2:20][CH2:19]1)[N:5]=[CH:4][N:3]=[C:2]2[O:23][C:24]1[CH:33]=[C:32]2[C:27]([C:28]([CH3:34])=[CH:29][CH:30]=[N:31]2)=[CH:26][CH:25]=1. Procedure details: Using a procedure analogous to that described for Example 9, 4-chloro-6-methoxy-7-(3-(pyrrolidin-1-yl)propoxy)quinazoline (0.13 g, 0.4 mol), (prepared as described for the starting material in Example 9), was reacted with 7-hydroxy-4-methylquinoline (80 mg, 0.5 mol), (Chem. Berich. 1967, 100, 2077), to give 6-methoxy-4-(4-methylquinolin-7-yloxy)-7-(3-(pyrrolidin-1-yl)propoxy)quinazoline (155 mg, 87%).